This data is from the Open Reaction Database (ORD), a public repository of structured organic reaction records. The task is: describe an organic reaction: reactants, conditions, products, and yield Solvent: C(Cl)Cl (DCM). Reaction conditions: time 2 hour. The reactants are F[B-](F)(F)F.C(C)[O+](CC)CC (triethyloxonium tetrafluoroborate), C(C)(C)(C)OC(N[C@@H](C)C(N)=O)=O (((S)-1-carbamoyl-ethyl)carbamic acid tert-butyl ester), NC=1C(=C(C#N)C(=CC1)F)NC=1C=NC=C(C1)F (3-Amino-6-fluoro-2-(5-fluoropyridin-3-ylamino)benzonitrile). Procedure: To a suspension of ((S)-1-carbamoyl-ethyl)carbamic acid tert-butyl ester (1.81 g, 9.63 mmol) in DCM (20 mL) was added triethyloxonium tetrafluoroborate (1.54 g, 8.08 mmol) and the reaction mixture stirred at RT for 2 hours, during which the solids dissolved. The reaction mixture was concentrated in vacuo and the residue dissolved in ethanol (20 mL). 3-Amino-6-fluoro-2-(5-fluoropyridin-3-ylamino)benzonitrile (948 mg, 3.86 mmol) was added and the reaction heated at 70° C. for 1 h. The reaction mix... RXN SMILES: [C:1]([O:5][C:6](=[O:13])[NH:7][C@H:8]([C:10](=O)[NH2:11])[CH3:9])([CH3:4])([CH3:3])[CH3:2].F[B-](F)(F)F.C([O+](CC)CC)C.N[C:27]1[C:28]([NH:36][C:37]2[CH:38]=[N:39][CH:40]=[C:41]([F:43])[CH:42]=2)=[C:29]([C:32]([F:35])=[CH:33][CH:34]=1)[C:30]#[N:31]>C(Cl)Cl>[C:1]([O:5][C:6](=[O:13])[NH:7][C@H:8]([C:10]1[N:36]([C:37]2[CH:38]=[N:39][CH:40]=[C:41]([F:43])[CH:42]=2)[C:28]2[C:29]([C:30]#[N:31])=[C:32]([F:35])[CH:33]=[CH:34][C:27]=2[N:11]=1)[CH3:9])([CH3:4])([CH3:3])[CH3:2] |f:1.2|. The product is C(C)(C)(C)OC(N[C@@H](C)C1=NC2=C(N1C=1C=NC=C(C1)F)C(=C(C=C2)F)C#N)=O ({(S)-1-[7-Cyano-6-fluoro-1-(5-fluoropyridin-3-yl)-1H-benzoimidazol-2-yl]-ethyl}carbamic acid tert-butyl ester). Reactants: CO, COC(=O)c1cc2nc(Nc3c(Cl)cccc3Cl)[nH]c2c2nc(C3CC3)oc12, [Na+], [OH-]. Product: O=C(O)c1cc2nc(Nc3c(Cl)cccc3Cl)[nH]c2c2nc(C3CC3)oc12. As a reaction SMILES: [CH3:31][OH:32].[CH:1]1([c:4]2[o:5][c:6]3[c:7]([n:8]2)[c:9]2[c:10]([cH:11][c:12]3[C:13](=[O:14])[O:15][CH3:16])[n:17][c:18]([NH:20][c:21]3[c:22]([Cl:28])[cH:23][cH:24][cH:25][c:26]3[Cl:27])[nH:19]2)[CH2:2][CH2:3]1.[Na+:30].[OH-:29]>>[CH:1]1([c:4]2[o:5][c:6]3[c:7]([n:8]2)[c:9]2[c:10]([cH:11][c:12]3[C:13](=[O:14])[OH:15])[n:17][c:18]([NH:20][c:21]3[c:22]([Cl:28])[cH:23][cH:24][cH:25][c:26]3[Cl:27])[nH:19]2)[CH2:2][CH2:3]1. Reactants: CCC1CC1(C(=O)OC(C)(C)C)C(=O)OC(C)(C)C, CC(C)(C)[O-], CCOCC, [K+], O. Product: CCC1CC1(C(=O)O)C(=O)OC(C)(C)C. Reaction SMILES: [C:1]([CH3:2])([CH3:3])([CH3:4])[O:5][C:6](=[O:7])[C:8]1([C:13](=[O:14])[O:15][C:16]([CH3:17])([CH3:18])[CH3:19])[CH:9]([CH2:11][CH3:12])[CH2:10]1.[CH3:20][C:21]([CH3:22])([O-:23])[CH3:24].[CH3:27][CH2:28][O:29][CH2:30][CH3:31].[K+:25].[OH2:26]>>[C:1]([CH3:2])([CH3:3])([CH3:4])[O:5][C:6](=[O:7])[C:8]1([C:13](=[O:14])[OH:15])[CH:9]([CH2:11][CH3:12])[CH2:10]1. Reactants: CC(C)(C)c1ncc(Br)c(C(=O)O)n1, CO, [Na+], [OH-]. Product: CC(C)(C)c1nccc(C(=O)O)n1. As a reaction SMILES: [Br:1][c:2]1[c:3]([C:12](=[O:13])[OH:14])[n:4][c:5]([C:8]([CH3:9])([CH3:10])[CH3:11])[n:6][cH:7]1.[CH3:17][OH:18].[Na+:16].[OH-:15]>>[cH:2]1[c:3]([C:12](=[O:13])[OH:14])[n:4][c:5]([C:8]([CH3:9])([CH3:10])[CH3:11])[n:6][cH:7]1. Reactants: BrB(Br)Br, COc1c(C)cc2c(c1C)Cc1c-2[nH]c2ccc(C(C)C)cc12, ClCCl, O. The product is Cc1cc2c(c(C)c1O)Cc1c-2[nH]c2ccc(C(C)C)cc12. As a reaction SMILES: [B:24]([Br:25])([Br:26])[Br:27].[CH3:1][O:2][c:3]1[c:4]([CH3:23])[c:5]2[c:19]([cH:20][c:21]1[CH3:22])-[c:8]1[c:7]([c:15]3[c:10]([nH:9]1)[cH:11][cH:12][c:13]([CH:16]([CH3:17])[CH3:18])[cH:14]3)[CH2:6]2.[Cl:29][CH2:30][Cl:31].[OH2:28]>>[OH:2][c:3]1[c:4]([CH3:23])[c:5]2[c:19]([cH:20][c:21]1[CH3:22])-[c:8]1[c:7]([c:15]3[c:10]([nH:9]1)[cH:11][cH:12][c:13]([CH:16]([CH3:17])[CH3:18])[cH:14]3)[CH2:6]2. Starting materials: ClC1=C(C(=CC(=C1)C)Cl)OCCOC1=CC=C(C=C1)CI (1,3-dichloro-2-{2-[4-(iodomethyl)phenoxy]ethoxy}-5-methylbenzene), final mixture, ClC1=C(C=CC=C1)C1=CC(=C(C=C1)CC#N)C ((2′-chloro-3-methylbiphenyl-4-yl)acetonitrile), CN(P(=O)(N(C)C)N(C)C)C (hexamethylphosphoramide), C[Si]([N-][Si](C)(C)C)(C)C.[Li+] (lithium hexamethyldisilazide). Run in [NH4+].[Cl-] (NH4Cl), C1CCOC1 (THF). Conditions: temperature -78 celsius, time 30 minute. Yields the product ClC1=C(C=CC=C1)C1=CC(=C(C=C1)C(C#N)CC1=CC=C(C=C1)OCCOC1=C(C=C(C=C1Cl)C)Cl)C (2-(2′-chloro-3-methylbiphenyl-4-yl)-3-{4-[2-(2,6-dichloro-4-methylphenoxy)-ethoxy]phenyl}propanenitrile). As a reaction SMILES: [Cl:1][C:2]1[CH:7]=[CH:6][CH:5]=[CH:4][C:3]=1[C:8]1[CH:13]=[CH:12][C:11]([CH2:14][C:15]#[N:16])=[C:10]([CH3:17])[CH:9]=1.CN(C)P(N(C)C)(N(C)C)=O.C[Si](C)(C)[N-][Si](C)(C)C.[Li+].[Cl:39][C:40]1[CH:45]=[C:44]([CH3:46])[CH:43]=[C:42]([Cl:47])[C:41]=1[O:48][CH2:49][CH2:50][O:51][C:52]1[CH:57]=[CH:56][C:55]([CH2:58]I)=[CH:54][CH:53]=1>C1COCC1.[NH4+].[Cl-]>[Cl:1][C:2]1[CH:7]=[CH:6][CH:5]=[CH:4][C:3]=1[C:8]1[CH:13]=[CH:12][C:11]([CH:14]([CH2:58][C:55]2[CH:56]=[CH:57][C:52]([O:51][CH2:50][CH2:49][O:48][C:41]3[C:42]([Cl:47])=[CH:43][C:44]([CH3:46])=[CH:45][C:40]=3[Cl:39])=[CH:53][CH:54]=2)[C:15]#[N:16])=[C:10]([CH3:17])[CH:9]=1 |f:2.3,6.7|. Procedure details: To a solution (2′-chloro-3-methylbiphenyl-4-yl)acetonitrile (1 eq.) from step 1 in THF (0.10M) at −78° C. was added hexamethylphosphoramide (HMPA; 4 eq.) then lithium hexamethyldisilazide (LiHMDS; 1.2 eq.). The reaction mixture was stirred 30 min at −78° C. To the resulting solution was cannulated over 10 min a solution of 1,3-dichloro-2-{2-[4-(iodomethyl)phenoxy]ethoxy}-5-methylbenzene (II.1; 1.05 eq.). The final mixture was allowed to warm slowly to 0° C., stiffed an extra 2 h, poured in satur...